Dataset: the Open Reaction Database (ORD), a public repository of structured organic reaction records. Task: describe an organic reaction: reactants, conditions, products, and yield Starting materials: IC=1C(=C2C(NC(C2=C(C1I)OC)=N)=N)OC (5,6-diiodo-4,7-dimethoxy-1,3-diiminoisoindoline), Cl.C(C)N(C=1SCC(N1)=N)CC (2-diethylamino-4-imino-2-thiazoline hydrochloride), Cl.N1(CCCCC1)C=1SCC(N1)=N (2-piperidino-4-imino-2-thiazoline hydrochloride). Product: Cl.NC1NC(C2=C(C(=C(C(=C12)OC)I)I)OC)=C1C(N=C(S1)N(CC)CC)=N (1-amino-5,6-diiodo-4,7-dimethoxy-3-(2-diethylamino-4-imino-2-thiazolin-5-ylidene)isoindoline hydrochloride). As a reaction SMILES: [I:1][C:2]1[C:3]([O:16][CH3:17])=[C:4]2[C:8](=[C:9]([O:12][CH3:13])[C:10]=1[I:11])[C:7](=[NH:14])[NH:6][C:5]2=N.[ClH:18].[CH2:19]([N:21]([CH2:28][CH3:29])[C:22]1[S:23][CH2:24][C:25](=[NH:27])[N:26]=1)[CH3:20].Cl.N1(C2SCC(=N)N=2)CCCCC1>>[ClH:18].[NH2:14][CH:7]1[C:8]2[C:4](=[C:3]([O:16][CH3:17])[C:2]([I:1])=[C:10]([I:11])[C:9]=2[O:12][CH3:13])[C:5](=[C:24]2[S:23][C:22]([N:21]([CH2:28][CH3:29])[CH2:19][CH3:20])=[N:26][C:25]2=[NH:27])[NH:6]1 |f:1.2,3.4,5.6|. Reported procedure: Following the procedure described in Example 9, part B above but using equivalent amounts of 5,6-diiodo-4,7-dimethoxy-1,3-diiminoisoindoline and 2-diethylamino-4-imino-2-thiazoline hydrochloride in place of 1,3-diiminoisoindoline and 2-piperidino-4-imino-2-thiazoline hydrochloride respectively, there is obtained as the product 1-amino-5,6-diiodo-4,7-dimethoxy-3-(2-diethylamino-4-imino-2-thiazolin-5-ylidene)isoindoline hydrochloride. The reactants are CN1N=C(C2=C1C=CS2)[Sn](CCCC)(CCCC)CCCC (1-methyl-3-tributylstannanyl-1H-thieno[3,2-c]pyrazole), C(#N)C1CN(C1)C([C@@H](C)NC(=O)C1=CN(C2=NC=C(N=C21)Br)COCC[Si](C)(C)C)=O (2-bromo-5-(2-trimethylsilanyl-ethoxymethyl)-5H-pyrrolo[2,3-b]pyrazine-7-carboxylic acid [(R)-2-(3-cyano-azetidin-1-yl)-1-methyl-2-oxo-ethyl]-amide). The reagents and catalysts are C=1C=CC(=CC1)[P](C=2C=CC=CC2)(C=3C=CC=CC3)[Pd]([P](C=4C=CC=CC4)(C=5C=CC=CC5)C=6C=CC=CC6)([P](C=7C=CC=CC7)(C=8C=CC=CC8)C=9C=CC=CC9)[P](C=1C=CC=CC1)(C=1C=CC=CC1)C=1C=CC=CC1 (Pd(PPh3)4), [Cu]I (copper(I) iodide). The solvent is CN(C)C=O (DMF). Run at temperature 80 celsius. Product: C(#N)C1CN(C1)C([C@@H](C)NC(=O)C1=CN(C2=NC=C(N=C21)C=2C1=C(N(N2)C)C=CS1)COCC[Si](C)(C)C)=O (2-(1-methyl-1H-thieno[3,2-c]pyrazol-3-yl)-5-(2-trimethylsilanyl-ethoxymethyl)-5H-pyrrolo[2,3-b]pyrazine-7-carboxylic acid [(R)-2-(3-cyano-azetidin-1-yl)-1-methyl-2-oxo-ethyl]-amide). The yield is 96.7%. Reaction SMILES: [CH3:1][N:2]1[C:6]2[CH:7]=[CH:8][S:9][C:5]=2[C:4]([Sn](CCCC)(CCCC)CCCC)=[N:3]1.[C:23]([CH:25]1[CH2:28][N:27]([C:29](=[O:53])[C@H:30]([NH:32][C:33]([C:35]2[C:43]3[C:38](=[N:39][CH:40]=[C:41](Br)[N:42]=3)[N:37]([CH2:45][O:46][CH2:47][CH2:48][Si:49]([CH3:52])([CH3:51])[CH3:50])[CH:36]=2)=[O:34])[CH3:31])[CH2:26]1)#[N:24]>CN(C=O)C.C1C=CC([P]([Pd]([P](C2C=CC=CC=2)(C2C=CC=CC=2)C2C=CC=CC=2)([P](C2C=CC=CC=2)(C2C=CC=CC=2)C2C=CC=CC=2)[P](C2C=CC=CC=2)(C2C=CC=CC=2)C2C=CC=CC=2)(C2C=CC=CC=2)C2C=CC=CC=2)=CC=1.[Cu]I>[C:23]([CH:25]1[CH2:26][N:27]([C:29](=[O:53])[C@H:30]([NH:32][C:33]([C:35]2[C:43]3[C:38](=[N:39][CH:40]=[C:41]([C:4]4[C:5]5[S:9][CH:8]=[CH:7][C:6]=5[N:2]([CH3:1])[N:3]=4)[N:42]=3)[N:37]([CH2:45][O:46][CH2:47][CH2:48][Si:49]([CH3:52])([CH3:51])[CH3:50])[CH:36]=2)=[O:34])[CH3:31])[CH2:28]1)#[N:24] |^1:62,64,83,102|. Procedure details: To a solution of 1-methyl-3-tributylstannanyl-1H-thieno[3,2-c]pyrazole (111 mg, 0.26 mmol) and 2-bromo-5-(2-trimethylsilanyl-ethoxymethyl)-5H-pyrrolo[2,3-b]pyrazine-7-carboxylic acid [(R)-2-(3-cyano-azetidin-1-yl)-1-methyl-2-oxo-ethyl]-amide (120 mg, 0.24 mmol) in DMF (1.2 mL) were added Pd(PPh3)4 (14 mg, 0.012 mmol) and copper(I) iodide (9 mg, 0.05 mmol). The yellow reaction mixture was purged with argon then heated at 80° C. for 1.5 h then cooled to room temperature, quenched with sat NH4Cl an...